From a dataset of the Open Reaction Database (ORD), a public repository of structured organic reaction records. describe an organic reaction: reactants, conditions, products, and yield Reactants: CC(C)(C)c1cc(-c2nnc(S(C)(=O)=O)s2)cc(C(C)(C)C)c1O, CC(C)O, NN. Product: CC(C)(C)c1cc(-c2nnc(NN)s2)cc(C(C)(C)C)c1O. As a reaction SMILES: [CH3:1][C:2]([CH3:3])([CH3:4])[c:5]1[c:6]([OH:24])[c:7]([C:20]([CH3:21])([CH3:22])[CH3:23])[cH:8][c:9](-[c:11]2[s:12][c:13]([S:16]([CH3:17])(=[O:18])=[O:19])[n:14][n:15]2)[cH:10]1.[CH:27]([OH:28])([CH3:29])[CH3:30].[NH2:25][NH2:26]>>[CH3:1][C:2]([CH3:3])([CH3:4])[c:5]1[c:6]([OH:24])[c:7]([C:20]([CH3:21])([CH3:22])[CH3:23])[cH:8][c:9](-[c:11]2[s:12][c:13]([NH:25][NH2:26])[n:14][n:15]2)[cH:10]1. Starting materials: BrC1=CN=C(C2=CC=C(C=C12)NN)N (4-Bromo-6-hydrazino-isoquinolin-1-ylamine), C(C)(=O)C1C(CC(CC1=O)(C)C)=O (2-acetyl-5,5-dimethyl-1,3-cyclohexanedione). The solvent is CCO.C(C)(=O)O (EtOH Acetic acid). Yields the product NC1=NC=C(C2=CC(=CC=C12)N1N=C(C=2C(CC(CC12)(C)C)=O)C)Br (1-(1-Amino-4-bromo-isoquinolin-6-yl)-3,6,6-trimethyl-1,5,6,7-tetrahydro-indazol-4-one). Yield: 80.6%. RXN SMILES: [Br:1][C:2]1[C:11]2[C:6](=[CH:7][CH:8]=[C:9]([NH:12][NH2:13])[CH:10]=2)[C:5]([NH2:14])=[N:4][CH:3]=1.[C:15]([CH:18]1[C:23](=[O:24])[CH2:22][C:21]([CH3:26])([CH3:25])[CH2:20][C:19]1=O)(=O)[CH3:16]>CCO.C(O)(=O)C>[NH2:14][C:5]1[C:6]2[C:11](=[CH:10][C:9]([N:12]3[C:19]4[CH2:20][C:21]([CH3:25])([CH3:26])[CH2:22][C:23](=[O:24])[C:18]=4[C:15]([CH3:16])=[N:13]3)=[CH:8][CH:7]=2)[C:2]([Br:1])=[CH:3][N:4]=1 |f:2.3|. Procedure details: A suspension of 4-Bromo-6-hydrazino-isoquinolin-1-ylamine (0.097 g, 0.38 mmol) and 2-acetyl-5,5-dimethyl-1,3-cyclohexanedione (0.074 g, 0.41 mmol) in EtOH/Acetic acid (3:1, 7 mL) is microwaved at 150° C. for 20 min. The solvent is evaporated and the residue is dried under vacuum. Purification of the crude material using a Biotage column (0-10% MeOH/CH2Cl2) afforded 0.1223 g (80%) of 1-(1-Amino-4-bromo-isoquinolin-6-yl)-3,6,6-trimethyl-1,5,6,7-tetrahydro-indazol-4-one. LC/MS m/z=400 [M+H]+. The reactants are CCO, Cc1ccc(Nc2ccc([N+](=O)[O-])cc2)cc1. The product is Cc1ccc(Nc2ccc(N)cc2)cc1. Reaction SMILES: [CH3:18][CH2:19][OH:20].[CH3:1][c:2]1[cH:3][cH:4][c:5]([NH:8][c:9]2[cH:10][cH:11][c:12]([N+:15]([O-:16])=[O:17])[cH:13][cH:14]2)[cH:6][cH:7]1>>[CH3:1][c:2]1[cH:3][cH:4][c:5]([NH:8][c:9]2[cH:10][cH:11][c:12]([NH2:15])[cH:13][cH:14]2)[cH:6][cH:7]1. Starting materials: COC(=O)C1C(CI)CCN1C(C)c1ccccc1, [N-]=[N+]=[N-], [Na+], CN(C)C=O. Yields the product COC(=O)C1C(CN=[N+]=[N-])CCN1C(C)c1ccccc1. RXN SMILES: [CH3:5][O:6][C:7](=[O:8])[CH:9]1[N:10]([CH:16]([CH3:17])[c:18]2[cH:19][cH:20][cH:21][cH:22][cH:23]2)[CH2:11][CH2:12][CH:13]1[CH2:14][I:15].[N-:2]=[N+:3]=[N-:4].[Na+:1].[O:24]=[CH:25][N:26]([CH3:27])[CH3:28]>>[N:2](=[N+:3]=[N-:4])[CH2:14][CH:13]1[CH:9]([C:7]([O:6][CH3:5])=[O:8])[N:10]([CH:16]([CH3:17])[c:18]2[cH:19][cH:20][cH:21][cH:22][cH:23]2)[CH2:11][CH2:12]1. Reactants: C(C)(C)(C)OC(=O)N1[C@@H](C[C@H](C1)S(=O)(=O)C)C(NC1(CC1)C#N)=O ((2S,4R)-2-(1-cyano-cyclopropylcarbamoyl)-4-methanesulfonyl-pyrrolidine-1-carboxylic acid tert-butyl ester), FC(C(=O)O)(F)F (trifluoroacetic acid). Solvent: ClCCl (dichloromethane). Reaction conditions: temperature 25 celsius, time 16 hour. Product: FC(C(=O)O)(F)F.C(#N)C1(CC1)NC(=O)[C@H]1NC[C@@H](C1)S(=O)(=O)C ((2S,4R)-4-Methanesulfonyl-pyrrolidine-2-carboxylic acid (1-cyano-cyclopropyl)-amide Trifluoroacetate). Isolated yield 100.0%. As a reaction SMILES: C(OC([N:8]1[CH2:12][C@H:11]([S:13]([CH3:16])(=[O:15])=[O:14])[CH2:10][C@H:9]1[C:17](=[O:24])[NH:18][C:19]1([C:22]#[N:23])[CH2:21][CH2:20]1)=O)(C)(C)C.[F:25][C:26]([F:31])([F:30])[C:27]([OH:29])=[O:28]>ClCCl>[F:25][C:26]([F:31])([F:30])[C:27]([OH:29])=[O:28].[C:22]([C:19]1([NH:18][C:17]([C@@H:9]2[CH2:10][C@@H:11]([S:13]([CH3:16])(=[O:15])=[O:14])[CH2:12][NH:8]2)=[O:24])[CH2:20][CH2:21]1)#[N:23] |f:3.4|. Procedure: To a solution of (2S,4R)-2-(1-cyano-cyclopropylcarbamoyl)-4-methanesulfonyl-pyrrolidine-1-carboxylic acid tert-butyl ester (500 mg, 1.39 mmol) in dichloromethane was added trifluoroacetic acid (0.5 ml, 6.99 mmol) at 0° C. The resulting mixture was stirred at 25° C. for 16 h. After complete consumption of starting material, the reaction mixture was evaporated in vacuo to get the crude title compound (500 mg, 1.39 mmol; quant.) which was used in next step without further purification. MS: m/z=258.... The reactants are O=C1CN(CCOC1)C(=O)OC(C)(C)C (tert-butyl 6-oxo-1,4-oxazepane-4-carboxylate), ClC=1C=C(C=CC1Cl)[Mg]Br.C1CCOC1 (3,4-dichlorophenylmagnesium bromide THF), O (water). The solvent is C1CCOC1 (THF). Reaction conditions: time 1.5 hour. Yields the product ClC=1C=C(C=CC1Cl)C1(CN(CCOC1)C(=O)OC(C)(C)C)O (tert-butyl (6RS)-6-(3,4-dichlorophenyl)-6-hydroxy-1,4-oxazepane-4-carboxylate). As a reaction SMILES: [O:1]=[C:2]1[CH2:8][O:7][CH2:6][CH2:5][N:4]([C:9]([O:11][C:12]([CH3:15])([CH3:14])[CH3:13])=[O:10])[CH2:3]1.[Cl:16][C:17]1[CH:18]=[C:19]([Mg]Br)[CH:20]=[CH:21][C:22]=1[Cl:23].C1COCC1.O>C1COCC1>[Cl:16][C:17]1[CH:18]=[C:19]([C:2]2([OH:1])[CH2:8][O:7][CH2:6][CH2:5][N:4]([C:9]([O:11][C:12]([CH3:15])([CH3:14])[CH3:13])=[O:10])[CH2:3]2)[CH:20]=[CH:21][C:22]=1[Cl:23] |f:1.2|. Reported procedure: To a solution of tert-butyl 6-oxo-1,4-oxazepane-4-carboxylate (418 mg) prepared by the method described in WO2004/074291 in THF (12 mL) was added 0.5 M 3,4-dichlorophenylmagnesium bromide-THF (4.7 mL) under ice-cooling. The reaction mixture was stirred at room temperature for 1.5 hr, and poured into water, and the mixture was extracted with ethyl acetate. The extract was washed successively with dil. hydrochloric acid, saturated aqueous sodium hydrogen carbonate, water and brine, and dried over ... Reactants: OC=1C=C(C=C)C=CC1O (3,4-dihydroxystyrene), O1CCC=C1 (2,3-dihydrofuran), ice water. The reagents and catalysts are Cl (hydrochloric acid). Solvent: C(C)OCC (diethyl ether). Run at temperature 50 celsius, time 4 hour. Product: O1C(CCC1)OC=1C=C(C=C)C=CC1OC1OCCC1 (3,4-Bis(2-tetrahydrofuranyloxy)styrene). As a reaction SMILES: [OH:1][C:2]1[CH:3]=[C:4]([CH:7]=[CH:8][C:9]=1[OH:10])[CH:5]=[CH2:6].[O:11]1[CH:15]=[CH:14][CH2:13][CH2:12]1>Cl.C(OCC)C>[O:11]1[CH2:12][CH2:13][CH2:14][CH:15]1[O:1][C:2]1[CH:3]=[C:4]([CH:7]=[CH:8][C:9]=1[O:10][CH:12]1[CH2:13][CH2:14][CH2:15][O:11]1)[CH:5]=[CH2:6]. Procedure details: To 38.1 g (0.28 mol) of 3,4-dihydroxystyrene and 118 g (1.68 mol) of 2,3-dihydrofuran are added 5 drops of concentrated hydrochloric acid, whereupon an exothermic reaction ensues. The solution is stirred for 4 h at 50° C. and then poured on to a mixture of ice-water and diethyl ether. After two extractions with diethyl ether, the organic phase is washed three times at 0° C. with 1N NaOH and dried over Na2SO4. The solvent is removed by evaporation to leave a clear liquid which is purified by dist... Reactants: C(C=C)NC1=NC(=NC2=CC=C(C=C12)[N+](=O)[O-])Cl (4-allylamino-2-chloro-6-nitroquinazoline), C(C#C)N (2-propynylamine). The solvent is O (water), O (water). Reaction conditions: time 6 hour. Product: C(C=C)NC1=NC(=NC2=CC=C(C=C12)[N+](=O)[O-])NCC#C (4-Allylamino-6-nitro-2-(2-propynylamino)quinazoline). Isolated yield 88.6%. RXN SMILES: [CH2:1]([NH:4][C:5]1[C:14]2[C:9](=[CH:10][CH:11]=[C:12]([N+:15]([O-:17])=[O:16])[CH:13]=2)[N:8]=[C:7](Cl)[N:6]=1)[CH:2]=[CH2:3].[CH2:19]([NH2:22])[C:20]#[CH:21]>O>[CH2:1]([NH:4][C:5]1[C:14]2[C:9](=[CH:10][CH:11]=[C:12]([N+:15]([O-:17])=[O:16])[CH:13]=2)[N:8]=[C:7]([NH:22][CH2:19][C:20]#[CH:21])[N:6]=1)[CH:2]=[CH2:3]. Procedure details: To 150 mg (0.57 mmol) of 4-allylamino-2-chloro-6-nitroquinazoline was added 1.61 g (29.16 mmol) of 2-propynylamine, followed by stirring at room temperature for 6 hours. After water was added to the reaction solution was water added, crystals thus precipitated were filtered and recrystallized from ethyl acetate-hexane to give 143 mg (yield: 88.6%) of the title compound. The reactants are ClC1=CC(=C(/C=C/C(=O)OC)C=C1)NS(=O)(=O)C1=CC=CC=C1 (methyl trans 4-chloro-2-(phenylsulfonylamino)cinnamate), C1(=CC=CC=C1)C1=CC=C(C(CBr)=O)C=C1 (4-phenylphenacyl bromide). Yields the product COC(CC1=C(NC2=CC(=CC=C12)Cl)C(C1=CC=C(C=C1)C1=CC=CC=C1)=O)=O (Methyl[6-chloro-2-(4-phenylbenzoyl)-1H-indol-3-yl]acetate). RXN SMILES: [Cl:1][C:2]1[CH:13]=[CH:12][C:5](/[CH:6]=[CH:7]/[C:8]([O:10][CH3:11])=[O:9])=[C:4]([NH:14]S(C2C=CC=CC=2)(=O)=O)[CH:3]=1.[C:24]1([C:30]2[CH:39]=[CH:38][C:33]([C:34](=[O:37])[CH2:35]Br)=[CH:32][CH:31]=2)[CH:29]=[CH:28][CH:27]=[CH:26][CH:25]=1>>[CH3:11][O:10][C:8](=[O:9])[CH2:7][C:6]1[C:5]2[C:4](=[CH:3][C:2]([Cl:1])=[CH:13][CH:12]=2)[NH:14][C:35]=1[C:34](=[O:37])[C:33]1[CH:38]=[CH:39][C:30]([C:24]2[CH:25]=[CH:26][CH:27]=[CH:28][CH:29]=2)=[CH:31][CH:32]=1. Procedure details: The title compound was prepared according to the procedure described in Example 57 from methyl trans 4-chloro-2-(phenylsulfonylamino)cinnamate (step 1 of Example 8, Method A) and 4-phenylphenacyl bromide. The solvent is CS(=O)C (DMSO), petroleum ether. The reactants are C(#C)C=1C=C(C=CC1Cl)NC=1C2=C(N=CN1)C=NC(=C2)F (N-(3-ethynyl-4-chlorophenyl)-6-fluoropyrido[3,4-d]pyrimidin-4-amine), COC1=CC=C(CN)C=C1 (4-methoxybenzylamine). Procedure: A mixture of compound 209 (3.07 g, 10.3 mmol) and 4-methoxybenzylamine (13.5 mL, 103 mmol) in dry DMSO (27 mL) was stirred under a nitrogen atmosphere at 70° C. (bath temperature) for 141 h. The mixture was cooled and petroleum ether (300 mL) was added. It was stirred at room temperature for 30 min. The layers were allowed to separate and the petroleum ether layer was decanted. This procedure was repeated with more petroleum ether (300 mL). Water (300 mL) was added and the mixture was stirred at... As a reaction SMILES: [C:1]([C:3]1[CH:4]=[C:5]([NH:10][C:11]2[C:12]3[CH:20]=[C:19](F)[N:18]=[CH:17][C:13]=3[N:14]=[CH:15][N:16]=2)[CH:6]=[CH:7][C:8]=1[Cl:9])#[CH:2].[CH3:22][O:23][C:24]1[CH:31]=[CH:30][C:27]([CH2:28][NH2:29])=[CH:26][CH:25]=1>CS(C)=O>[Cl:9][C:8]1[CH:7]=[CH:6][C:5]([NH:10][C:11]2[C:12]3[CH:20]=[C:19]([NH:29][CH2:28][C:27]4[CH:30]=[CH:31][C:24]([O:23][CH3:22])=[CH:25][CH:26]=4)[N:18]=[CH:17][C:13]=3[N:14]=[CH:15][N:16]=2)=[CH:4][C:3]=1[C:1]#[CH:2]. Product: ClC1=C(C=C(C=C1)NC=1C2=C(N=CN1)C=NC(=C2)NCC2=CC=C(C=C2)OC)C#C (N4-(4-chloro-3-ethynylphenyl)-N6-(4-methoxybenzyl)pyrido[3,4-d]pyrimidine-4,6-diamine). Reaction conditions: temperature 70 celsius, time 141 hour. Yield: 53.7%.